Dataset: the Open Reaction Database (ORD), a public repository of structured organic reaction records. Task: describe an organic reaction: reactants, conditions, products, and yield The reactants are O=C(n1ccnc1)n1ccnc1, CC(C)=CCCC(C)=CCOc1ccc(CC(=O)O)cc1, Nc1nc(=S)ss1, C1CCOC1, O. Product: CC(C)=CCCC(C)=CCOc1ccc(CC(=O)Nc2nc(=S)ss2)cc1. As a reaction SMILES: [C:22]([n:23]1[cH:24][cH:25][n:26][cH:27]1)([n:28]1[cH:29][cH:30][n:31][cH:32]1)=[O:33].[CH3:1][C:2](=[CH:3][CH2:4][O:5][c:6]1[cH:7][cH:8][c:9]([CH2:12][C:13](=[O:14])[OH:15])[cH:10][cH:11]1)[CH2:16][CH2:17][CH:18]=[C:19]([CH3:20])[CH3:21].[NH2:34][c:35]1[s:36][s:37][c:38](=[S:40])[n:39]1.[O:42]1[CH2:43][CH2:44][CH2:45][CH2:46]1.[OH2:41]>>[CH3:1][C:2](=[CH:3][CH2:4][O:5][c:6]1[cH:7][cH:8][c:9]([CH2:12][C:13](=[O:14])[NH:34][c:35]2[s:36][s:37][c:38](=[S:40])[n:39]2)[cH:10][cH:11]1)[CH2:16][CH2:17][CH:18]=[C:19]([CH3:20])[CH3:21]. Starting materials: [CH2]C, CCO, NCCCOc1cccc(CN2CCCCC2)c1, O=CNS(=O)(=O)c1ccccc1. Yields the product O=S(=O)(NC=NCCCOc1cccc(CN2CCCCC2)c1)c1ccccc1. RXN SMILES: [CH2:19][CH3:20].[CH3:33][CH2:34][OH:35].[N:1]1([CH2:7][c:8]2[cH:9][c:10]([O:11][CH2:12][CH2:13][CH2:14][NH2:15])[cH:16][cH:17][cH:18]2)[CH2:2][CH2:3][CH2:4][CH2:5][CH2:6]1.[c:21]1([S:27](=[O:28])(=[O:29])[NH:30][CH:31]=[O:32])[cH:22][cH:23][cH:24][cH:25][cH:26]1>>[N:1]1([CH2:7][c:8]2[cH:9][c:10]([O:11][CH2:12][CH2:13][CH2:14][N:15]=[CH:31][NH:30][S:27]([c:21]3[cH:22][cH:23][cH:24][cH:25][cH:26]3)(=[O:28])=[O:29])[cH:16][cH:17][cH:18]2)[CH2:2][CH2:3][CH2:4][CH2:5][CH2:6]1. Reactants: CC(C)(C)c1csc(-c2cc3cc(OCc4ccccc4CCl)ccc3o2)n1, CS(C)=O, [I-], [Na+], [Na+], [Na+], O=C([O-])[O-]. RXN SMILES: [C:1]([CH3:2])([CH3:3])([CH3:4])[c:5]1[n:6][c:7](-[c:10]2[o:11][c:12]3[c:13]([cH:14]2)[cH:15][c:16]([O:19][CH2:20][c:21]2[c:22]([CH2:27][Cl:28])[cH:23][cH:24][cH:25][cH:26]2)[cH:17][cH:18]3)[s:8][cH:9]1.[CH3:37][S:38]([CH3:39])=[O:40].[I-:30].[Na+:29].[Na+:31].[Na+:32].[O-:33][C:34](=[O:35])[O-:36]>>[C:1]([CH3:2])([CH3:3])([CH3:4])[c:5]1[n:6][c:7](-[c:10]2[o:11][c:12]3[c:13]([cH:14]2)[cH:15][c:16]([O:19][CH2:20][c:21]2[c:22]([CH:27]=[O:33])[cH:23][cH:24][cH:25][cH:26]2)[cH:17][cH:18]3)[s:8][cH:9]1. Yields the product CC(C)(C)c1csc(-c2cc3cc(OCc4ccccc4C=O)ccc3o2)n1. Starting materials: CN1C(=CC=C1C=1C=CC2=C(C(OCC(N2)=O)(C2=CSC=C2)C)C1)C#N (1-methyl-5-[5-methyl-2-oxo-5-(3-thienyl)-1,2,3,5-tetrahydro-4,1-benzoxazepin-7-yl]-1H-pyrrole-2-carbonitrile), COC=1C=CC(=CC1)P2(=S)SP(=S)(S2)C=3C=CC(=CC3)OC (Lawesson's reagent). Product: CN1C(=CC=C1C=1C=CC2=C(C(OCC(N2)=S)(C2=CSC=C2)C)C1)C#N (1-Methyl-5-(5-methyl-5-thien-3-yl-2-thioxo-1,2,3,5-tetrahydro-4,1-benzoxazepin-7-yl)-1H-pyrrole-2-carbonitrile). RXN SMILES: [CH3:1][N:2]1[C:6]([C:7]2[CH:8]=[CH:9][C:10]3[NH:16][C:15](=O)[CH2:14][O:13][C:12]([CH3:23])([C:18]4[CH:22]=[CH:21][S:20][CH:19]=4)[C:11]=3[CH:24]=2)=[CH:5][CH:4]=[C:3]1[C:25]#[N:26].COC1C=CC(P2(SP(C3C=CC(OC)=CC=3)(=S)S2)=[S:36])=CC=1>>[CH3:1][N:2]1[C:6]([C:7]2[CH:8]=[CH:9][C:10]3[NH:16][C:15](=[S:36])[CH2:14][O:13][C:12]([CH3:23])([C:18]4[CH:22]=[CH:21][S:20][CH:19]=4)[C:11]=3[CH:24]=2)=[CH:5][CH:4]=[C:3]1[C:25]#[N:26]. Reported procedure: Prepared from 1-methyl-5-[5-methyl-2-oxo-5-(3-thienyl)-1,2,3,5-tetrahydro-4,1-benzoxazepin-7-yl]-1H-pyrrole-2-carbonitrile and Lawesson's reagent generally according to example 10. 1H NMR (DMSO-d6): δ 12.11 (s, 1H), 7.45-7.54 (m, 3H), 7.37 (d, J=1.62 Hz, 1H), 7.29 (dd, J=2.87, 1.3 Hz, 1H), 7.06 (dd, J=5.02, 1.28 Hz, 1H), 7.03 (d, J=4.09 Hz, 1H), 6.37 (d, J=4.09 Hz, 1H), 4.46 (d, J=15.33 Hz, 1H), 4.35 (d, J=15.33 Hz, 1H), 3.70 (s, 3H), 1.99 (s, 3H); MS (ESI) m/z 378 ([M−H]−); Anal. calcd for C20H... The reactants are BrC1=CC=C(OC2=NC3=C(N2C)C=CC=C3)C=C1 (2-(4-bromophenoxy)-1-methyl-1H-benzimidazole), CC(C)([O-])C.[Na+] (sodium tert-butoxide), CC1(C2=C(C(=CC=C2)P(C3=CC=CC=C3)C4=CC=CC=C4)OC5=C(C=CC=C51)P(C6=CC=CC=C6)C7=CC=CC=C7)C (xantphos), C(C1=CC=CC=C1)(C1=CC=CC=C1)=N (benzophenone imine). Reagents/catalysts: C=1C=CC(=CC1)/C=C/C(=O)/C=C/C2=CC=CC=C2.C=1C=CC(=CC1)/C=C/C(=O)/C=C/C2=CC=CC=C2.C=1C=CC(=CC1)/C=C/C(=O)/C=C/C2=CC=CC=C2.[Pd].[Pd] (Pd2(dba)3). The solvent is O1CCOCC1 (dioxane), O (water). Run at temperature 100 celsius, time 6 hour. The product is C1(=CC=CC=C1)C(=NC1=CC=C(C=C1)OC1=NC2=C(N1C)C=CC=C2)C2=CC=CC=C2 (N-(diphenylmethylidene)-4-[(1-methyl-1H-benzimidazol-2-yl)oxy]aniline). RXN SMILES: Br[C:2]1[CH:18]=[CH:17][C:5]([O:6][C:7]2[N:11]([CH3:12])[C:10]3[CH:13]=[CH:14][CH:15]=[CH:16][C:9]=3[N:8]=2)=[CH:4][CH:3]=1.CC(C)([O-])C.[Na+].CC1(C)C2C(=C(P(C3C=CC=CC=3)C3C=CC=CC=3)C=CC=2)OC2C(P(C3C=CC=CC=3)C3C=CC=CC=3)=CC=CC1=2.[C:67](=[NH:80])([C:74]1[CH:79]=[CH:78][CH:77]=[CH:76][CH:75]=1)[C:68]1[CH:73]=[CH:72][CH:71]=[CH:70][CH:69]=1>O1CCOCC1.C1C=CC(/C=C/C(/C=C/C2C=CC=CC=2)=O)=CC=1.C1C=CC(/C=C/C(/C=C/C2C=CC=CC=2)=O)=CC=1.C1C=CC(/C=C/C(/C=C/C2C=CC=CC=2)=O)=CC=1.[Pd].[Pd].O>[C:74]1([C:67]([C:68]2[CH:69]=[CH:70][CH:71]=[CH:72][CH:73]=2)=[N:80][C:2]2[CH:18]=[CH:17][C:5]([O:6][C:7]3[N:11]([CH3:12])[C:10]4[CH:13]=[CH:14][CH:15]=[CH:16][C:9]=4[N:8]=3)=[CH:4][CH:3]=2)[CH:75]=[CH:76][CH:77]=[CH:78][CH:79]=1 |f:1.2,6.7.8.9.10|. Procedure details: To a suspension of 2-(4-bromophenoxy)-1-methyl-1H-benzimidazole (1.0 g), Pd2(dba)3 (0.076 g), sodium tert-butoxide (0.48 g) and xantphos (0.19 g) in dioxane (10 mL) was added benzophenone imine (0.83 mL), and the mixture was stirred at 100° C. under Ar atmosphere for 6 h. After stirring at room temperature overnight, the mixture was poured into water, and the mixture was extracted with AcOEt. The organic layer was dried over Na2SO4, filtered and concentrated in vacuo. The residual crystals were ... Starting materials: (+)- and (-)-3-aminomethylpinane, NCC1C(C2C(C(C1)C2)(C)C)C (3-aminomethylpinane), CC1(COC(=O)C1O)C (pantolactone), NCC1C(C2C(C(C1)C2)(C)C)C ((-)-3-aminomethylpinane), CC1(COC(=O)[C@H]1O)C (L-pantolactone). The product is CC1(COC(=O)[C@@H]1O)C (D-pantolactone). As a reaction SMILES: NCC1CC2CC(C2(C)C)C1C.[CH3:13][C:14]1([CH3:21])[C@H:19]([OH:20])[C:17](=[O:18])[O:16][CH2:15]1.CC1(C)C(O)C(=O)OC1>>[CH3:13][C:14]1([CH3:21])[C@@H:19]([OH:20])[C:17](=[O:18])[O:16][CH2:15]1. Reported procedure: The optically active bases (+)- and (-)-3-aminomethylpinane prove astonishingly stable in the course of the various stages of the process. In none of them are measurable quantities of by-products produced, so that when recycling the (+)- or (-)-3-aminomethylpinane and L-pantolactone for re-use, neither the 3-aminomethylpinane nor the racemized pantolactone has to be subjected to special purification treatments. The optical purity of the D-pantolactone obtained in accordance with the process corr...